describe an organic reaction: reactants, conditions, products, and yield From a dataset of the Open Reaction Database (ORD), a public repository of structured organic reaction records. Starting materials: ClC1=C(C(=O)CC#N)C=CC=C1 (2-chlorobenzoylacetonitrile), C1(=CC=CC=C1)N(C=N)C1=CC=CC=C1 (diphenylformamidine). Solvent: C1(=CC=CC=C1)C (toluene). The product is ClC1=C(C(=O)C(C#N)=CNC2=CC=CC=C2)C=CC=C1 (2-(2-Chlorobenzoyl)-3-phenylaminoacrylonitrile). The yield is 52.2%. As a reaction SMILES: [Cl:1][C:2]1[CH:12]=[CH:11][CH:10]=[CH:9][C:3]=1[C:4]([CH2:6][C:7]#[N:8])=[O:5].[C:13]1([N:19](C2C=CC=CC=2)[CH:20]=N)[CH:18]=[CH:17][CH:16]=[CH:15][CH:14]=1>C1(C)C=CC=CC=1>[Cl:1][C:2]1[CH:12]=[CH:11][CH:10]=[CH:9][C:3]=1[C:4]([C:6](=[CH:20][NH:19][C:13]1[CH:18]=[CH:17][CH:16]=[CH:15][CH:14]=1)[C:7]#[N:8])=[O:5]. Procedure details: A solution of 2-chlorobenzoylacetonitrile (1.0 g, 5.6 mmol, 1.0 eq) and diphenylformamidine (1.10 g, 5.6 mmol, 1.0 eq) in 50 mL of toluene was heated to 85° C. overnight. The heat source was removed and desired product slowly began to precipitate from solution. The resulting solid was filtered and dried to provide the desired product (826 mg, 52%). HPLC (4 minute 10-90 gradient) tR 3.13 min; MS m/z 283.2 [M+H]+. Procedure details: A solution of ((R)-tert-butyl 3-(4-(1H-imidazol-1-yl)phenyl)-1-amino-1-oxopropan-2-ylcarbamate (250 mg, 0.757 mmol) in 4M HCl in dioxane (4 mL) and 6N HCl (4 mL) was stirred at room temperature for 30 min. It was then concentrated in vacuo. The residue was dissolved in MeOH (10 mL), MP-carbonate resin (1.00 g, ca. 3 mmol/g, 3.00 mmol) was added. After swirling and standing for 2 h, the resin was filtered off. The filtrate was concentrated in vacuo to give (R)-3-(4-(1H-imidazol-1-yl)phenyl)-2-ami... Starting materials: N1(C=NC=C1)C1=CC=C(C=C1)C[C@H](C(=O)N)NC(OC(C)(C)C)=O ((R)-tert-butyl 3-(4-(1H-imidazol-1-yl)phenyl)-1-amino-1-oxopropan-2-ylcarbamate), CC[NH+](CC)CC.CC[NH+](CC)CC.C(=O)([O-])[O-] (MP-carbonate resin). The product is N1(C=NC=C1)C1=CC=C(C=C1)C[C@H](C(=O)N)N ((R)-3-(4-(1H-imidazol-1-yl)phenyl)-2-aminopropanamide), base. Reaction conditions: time 2 hour. Solvent: Cl (HCl), O1CCOCC1 (dioxane), Cl (HCl). RXN SMILES: [N:1]1([C:6]2[CH:11]=[CH:10][C:9]([CH2:12][C@@H:13]([NH:17]C(=O)OC(C)(C)C)[C:14]([NH2:16])=[O:15])=[CH:8][CH:7]=2)[CH:5]=[CH:4][N:3]=[CH:2]1.CC[NH+](CC)CC.CC[NH+](CC)CC.C([O-])([O-])=O>Cl.O1CCOCC1>[N:1]1([C:6]2[CH:7]=[CH:8][C:9]([CH2:12][C@@H:13]([NH2:17])[C:14]([NH2:16])=[O:15])=[CH:10][CH:11]=2)[CH:5]=[CH:4][N:3]=[CH:2]1 |f:1.2.3|. Reactants: ClC=1C(NC2=CC=C(C=C2N1)C(=O)OC)=O (methyl 3-chloro-2-oxo-1,2-dihydroquinoxaline-6-carboxylate), ClC=1C=C2CCCNC2=CC1 (6-chloro-1,2,3,4-tetrahydroquinoline). Solvent: CN1CCCC1=O (NMP). Run at temperature 150 celsius, time 1 hour. The product is ClC=1C=C2CCCN(C2=CC1)C=1C(NC2=CC=C(C=C2N1)C(=O)OC)=O (methyl 3-(6-chloro-1,2,3,4-tetrahydroquinolin-1-yl)-2-oxo-1,2-dihydroquinoxaline-6-carboxylate). As a reaction SMILES: Cl[C:2]1[C:3](=[O:16])[NH:4][C:5]2[C:10]([N:11]=1)=[CH:9][C:8]([C:12]([O:14][CH3:15])=[O:13])=[CH:7][CH:6]=2.[Cl:17][C:18]1[CH:19]=[C:20]2[C:25](=[CH:26][CH:27]=1)[NH:24][CH2:23][CH2:22][CH2:21]2>CN1C(=O)CCC1>[Cl:17][C:18]1[CH:19]=[C:20]2[C:25](=[CH:26][CH:27]=1)[N:24]([C:2]1[C:3](=[O:16])[NH:4][C:5]3[C:10]([N:11]=1)=[CH:9][C:8]([C:12]([O:14][CH3:15])=[O:13])=[CH:7][CH:6]=3)[CH2:23][CH2:22][CH2:21]2. Procedure details: To a solution of methyl 3-chloro-2-oxo-1,2-dihydroquinoxaline-6-carboxylate (1.0 g, 4.19 mmol) in NMP (10.0 ml) was added 6-chloro-1,2,3,4-tetrahydroquinoline (1.20 g, 7.16 mmol) and the reaction was stirred for 1 h at 150° C. in an oil bath. The reaction mixture was cooled down to room temperature, precipitated with water (100 ml). The solids were collected by filtration and dried in an oven under reduced pressure to afford methyl 3-(6-chloro-1,2,3,4-tetrahydroquinolin-1-yl)-2-oxo-1,2-dihydroqu... Reactants: CC1=C(C(=O)O)C=C(C=C1)N1N=NN=C1 (2-methyl-5-(1H-tetrazol-1-yl)benzoic acid), Cl.C(C)OCCN1C(=NC2=C1C=CC=C2)NC2CCN(CC2)CCC2(CNCC2)C2=CC=CC=C2 (3-(2-(4-(1-(2-ethoxyethyl)-1H-benzimidazol-2-yl-amino)piperidin-1-yl)ethyl)-3-phenylpyrrolidine hydrochloric acid salt). Product: CC1=C(C(=O)N2CC(CC2)(C2=CC=CC=C2)CCN2CCC(CC2)NC2=NC3=C(N2CCOCC)C=CC=C3)C=C(C=C1)N1N=NN=C1 (1-(2-methyl-5-(1H-tetrazol-1-yl)benzoyl)-3-(2-(4-(1-(2-ethoxyethyl)-1H-benzimidazol-2-yl-amino)piperidin-1-yl)ethyl)-3-phenylpyrrolidine). RXN SMILES: [CH3:1][C:2]1[CH:10]=[CH:9][C:8]([N:11]2[CH:15]=[N:14][N:13]=[N:12]2)=[CH:7][C:3]=1[C:4]([OH:6])=O.Cl.[CH2:17]([O:19][CH2:20][CH2:21][N:22]1[C:26]2[CH:27]=[CH:28][CH:29]=[CH:30][C:25]=2[N:24]=[C:23]1[NH:31][CH:32]1[CH2:37][CH2:36][N:35]([CH2:38][CH2:39][C:40]2([C:45]3[CH:50]=[CH:49][CH:48]=[CH:47][CH:46]=3)[CH2:44][CH2:43][NH:42][CH2:41]2)[CH2:34][CH2:33]1)[CH3:18]>>[CH3:1][C:2]1[CH:10]=[CH:9][C:8]([N:11]2[CH:15]=[N:14][N:13]=[N:12]2)=[CH:7][C:3]=1[C:4]([N:42]1[CH2:43][CH2:44][C:40]([CH2:39][CH2:38][N:35]2[CH2:36][CH2:37][CH:32]([NH:31][C:23]3[N:22]([CH2:21][CH2:20][O:19][CH2:17][CH3:18])[C:26]4[CH:27]=[CH:28][CH:29]=[CH:30][C:25]=4[N:24]=3)[CH2:33][CH2:34]2)([C:45]2[CH:50]=[CH:49][CH:48]=[CH:47][CH:46]=2)[CH2:41]1)=[O:6] |f:1.2|. Reported procedure: Prepare by the method of Example 59.1 using 2-methyl-5-(1H-tetrazol-1-yl)benzoic acid and 3-(2-(4-(1-(2-ethoxyethyl)-1H-benzimidazol-2-yl-amino)piperidin-1-yl)ethyl)-3-phenylpyrrolidine hydrochloric acid salt (prepared from (−)-3-phenyl-3-(2-hydroxyethyl)pyrrolidine (R,R)-di-p-anisoyltartaric acid salt) to give the title compound. The reactants are Oc1nc(Cl)nc2ccccc12, O=[N+]([O-])O, O=S(=O)(O)O. Product: O=[N+]([O-])c1ccc2nc(Cl)nc(O)c2c1. As a reaction SMILES: [Cl:5][c:6]1[n:7][c:8]2[cH:9][cH:10][cH:11][cH:12][c:13]2[c:14]([OH:16])[n:15]1.[OH:1][N+:2]([O-:3])=[O:4].[S:17](=[O:18])(=[O:19])([OH:20])[OH:21]>>[O-:1][N+:2](=[O:4])[c:11]1[cH:10][cH:9][c:8]2[n:7][c:6]([Cl:5])[n:15][c:14]([OH:16])[c:13]2[cH:12]1. The reactants are O=C([O-])[O-], Oc1cccnc1Cl, N#Cc1ccccc1F, [K+], [K+], CN(C)C=O, O. The product is N#Cc1ccccc1Oc1cccnc1Cl. As a reaction SMILES: [C:18](=[O:19])([O-:20])[O-:21].[Cl:1][c:2]1[n:3][cH:4][cH:5][cH:6][c:7]1[OH:8].[F:9][c:10]1[c:11]([C:12]#[N:13])[cH:14][cH:15][cH:16][cH:17]1.[K+:22].[K+:23].[O:25]=[CH:26][N:27]([CH3:28])[CH3:29].[OH2:24]>>[Cl:1][c:2]1[n:3][cH:4][cH:5][cH:6][c:7]1[O:8][c:10]1[c:11]([C:12]#[N:13])[cH:14][cH:15][cH:16][cH:17]1. Reactants: FC(CN(C(C1=CC(=NC(=C1)C(F)(F)F)C(F)(F)F)=O)C=1C=NC=CC1C1=C(C=C(C=C1)F)OC)F (N-(2,2-Difluoro-ethyl)-N-[4-(4-fluoro-2-methoxy-phenyl)-pyridin-3-yl]-2,6-bis-trifluoromethyl-isonicotinamide), FC(CN(C(C1=CC(=NC(=C1)C(F)(F)F)C(F)(F)F)=O)C=1C=NC=CC1C1=C(C=C(C=C1)F)OC)F (N-(2,2-Difluoro-ethyl)-N-[4-(4-fluoro-2-methoxy-phenyl)-pyridin-3-yl]-2,6-bis-trifluoromethyl-isonicotinamide), FC1=C(C=CC=C1)B(O)O (2-fluorophenylboronic acid). Run in CCCCCCC.CCOC(=O)C (n-heptane EtOAc). The product is FC(CNC=1C=NC=CC1C1=C(C=CC=C1)F)F ((2,2-Difluoro-ethyl)-[4-(2-fluoro-phenyl)-pyridin-3-yl]-amine). RXN SMILES: [F:1][CH:2]([F:36])[CH2:3][N:4]([C:21]1[CH:22]=[N:23][CH:24]=[CH:25][C:26]=1[C:27]1[CH:32]=[CH:31][C:30](F)=[CH:29][C:28]=1OC)C(=O)C1C=C(C(F)(F)F)N=C(C(F)(F)F)C=1.[F:37]C1C=CC=CC=1B(O)O>CCCCCCC.CCOC(C)=O>[F:1][CH:2]([F:36])[CH2:3][NH:4][C:21]1[CH:22]=[N:23][CH:24]=[CH:25][C:26]=1[C:27]1[CH:32]=[CH:31][CH:30]=[CH:29][C:28]=1[F:37] |f:2.3|. Procedure details: The title compound was prepared in analogy to example 72, from (2,2-difluoro-ethyl)-(4-iodo-pyridin-3-yl)-amine (example 153, intermediate b) and 2-fluorophenylboronic acid (CAS RN 1193-03-9) and using a gradient of n-heptane:EtOAc (100:0 to 50:50) for the chromatographic purification. Colorless solid (87%). MS (ESI): m/z=252.1 [M+H]+. The reactants are NC1=C(C=NN1C=1C=C(C(=O)NC2CC2)C=CC1C)C(C1=CC(=CC=C1)C#N)=O (3-[5-amino-4-(3-cyano-benzoyl)-pyrazol-1-yl]-N-cyclopropyl-4-methyl-benzamide), C1(CCCC1)[Mg]Br (cyclopentylmagnesium bromide). Product: NC1=C(C=NN1C=1C=C(C(=O)NC2CC2)C=CC1C)C(=O)C1CCCC1 (3-(5-Amino-4-cyclopentanecarbonyl-pyrazol-1-yl)-N-cyclopropyl-4-methylbenzamide). Reaction SMILES: [NH2:1][C:2]1[N:6]([C:7]2[CH:8]=[C:9]([CH:16]=[CH:17][C:18]=2[CH3:19])[C:10]([NH:12][CH:13]2[CH2:15][CH2:14]2)=[O:11])[N:5]=[CH:4][C:3]=1[C:20](=[O:29])[C:21]1[CH:26]=[CH:25][CH:24]=C(C#N)[CH:22]=1.C1([Mg]Br)CCCC1>>[NH2:1][C:2]1[N:6]([C:7]2[CH:8]=[C:9]([CH:16]=[CH:17][C:18]=2[CH3:19])[C:10]([NH:12][CH:13]2[CH2:15][CH2:14]2)=[O:11])[N:5]=[CH:4][C:3]=1[C:20]([CH:21]1[CH2:26][CH2:25][CH2:24][CH2:22]1)=[O:29]. Procedure details: Similar procedure as in Example 17B except 3-[5-amino-4-(3-cyano-benzoyl)-pyrazol-1-yl]-N-cyclopropyl-4-methyl-benzamide was used in place of 3-(5-amino-4-cyano-imidazol-1-yl)-N-cyclopropyl-4-methyl-benzamide and cyclopentylmagnesium bromide was used in place of phenyl magnesium bromide. HPLC (4 minute 10-90 gradient) tR 2.54 min; MS m/z 353.19 [M+H]+.